From a dataset of the Open Reaction Database (ORD), a public repository of structured organic reaction records. describe an organic reaction: reactants, conditions, products, and yield Reactants: CC1CC2=C(C(OC3=C2C(=CC(=C3)C(C)C(CCCCC)C)O)(C)C)S1 (1,2-Dihydro-2,4,4-trimethyl-9-hydroxy-7-(3-methyl-2-octyl)-4H-thieno-[2,3-c][1]benzopyran), C1(CCCCC1)N=C=NC1CCCCC1 (dicyclohexylcarbodiimide), Cl.O1CCN(CC1)CCCC(=O)O (γ-morpholinobutyric acid hydrochloride). Solvent: C(Cl)Cl (methylene chloride). The product is Cl.CC1CC2=C(C(OC3=C2C(=CC(=C3)C(C)C(CCCCC)C)OC(CCCN3CCOCC3)=O)(C)C)S1 (1,2-dihydro-2,4,4-trimethyl-9-[4-(morpholino)butyryloxy]-7-(3-methyl-2-octyl)-4H-thieno[2,3-c][1]benzopyran hydrochloride). As a reaction SMILES: [CH3:1][CH:2]1[S:26][C:5]2[C:6]([CH3:25])([CH3:24])[O:7][C:8]3[CH:13]=[C:12]([CH:14]([CH:16]([CH3:22])[CH2:17][CH2:18][CH2:19][CH2:20][CH3:21])[CH3:15])[CH:11]=[C:10]([OH:23])[C:9]=3[C:4]=2[CH2:3]1.C1(N=C=NC2CCCCC2)CCCCC1.[ClH:42].[O:43]1[CH2:48][CH2:47][N:46]([CH2:49][CH2:50][CH2:51][C:52](O)=[O:53])[CH2:45][CH2:44]1>C(Cl)Cl>[ClH:42].[CH3:1][CH:2]1[S:26][C:5]2[C:6]([CH3:25])([CH3:24])[O:7][C:8]3[CH:13]=[C:12]([CH:14]([CH:16]([CH3:22])[CH2:17][CH2:18][CH2:19][CH2:20][CH3:21])[CH3:15])[CH:11]=[C:10]([O:23][C:52](=[O:53])[CH2:51][CH2:50][CH2:49][N:46]4[CH2:45][CH2:44][O:43][CH2:48][CH2:47]4)[C:9]=3[C:4]=2[CH2:3]1 |f:2.3,5.6|. Procedure: 1,2-Dihydro-2,4,4-trimethyl-9-hydroxy-7-(3-methyl-2-octyl)-4H-thieno-[2,3-c][1]benzopyran, dicyclohexylcarbodiimide and γ-morpholinobutyric acid hydrochloride are combined in methylene chloride and stirred at room temperature. The insoluble dicyclohexylurea is removed by filtration and the methylene chloride is removed on a rotary evaporator. The residue is crystallized from ether to give 1,2-dihydro-2,4,4-trimethyl-9-[4-(morpholino)butyryloxy]-7-(3-methyl-2-octyl)-4H-thieno[2,3-c][1]benzopyran ... Yields the product OC(COC1=CC=C(C=C1)C1=NC2=CC=C(C=C2C(N1C)=O)OC)CNC(C)(C)C (2-[4-(2-Hydroxy-3-tert. butylamino-propoxy)-phenyl]-3-methyl-6-methoxy-3,4-dihydro-quinazolin-4-one). As a reaction SMILES: [O:1]1[CH:3]([CH3:4])[CH:2]1[O:5][C:6]1[CH:11]=[CH:10][C:9]([C:12]2[N:21]([CH3:22])[C:20](=[O:23])[C:19]3[C:14](=[CH:15][CH:16]=[C:17]([O:24][CH3:25])[CH:18]=3)[N:13]=2)=[CH:8][CH:7]=1.[C:26]([NH2:30])([CH3:29])([CH3:28])[CH3:27]>>[OH:1][CH:3]([CH2:4][NH:30][C:26]([CH3:29])([CH3:28])[CH3:27])[CH2:2][O:5][C:6]1[CH:7]=[CH:8][C:9]([C:12]2[N:21]([CH3:22])[C:20](=[O:23])[C:19]3[C:14](=[CH:15][CH:16]=[C:17]([O:24][CH3:25])[CH:18]=3)[N:13]=2)=[CH:10][CH:11]=1. Procedure details: 1.7 gm (5 mmols) of the epoxide obtained in (a) were heated in a steel cylinder with 17 ml of tert. butylamine at 120° C. for 3 hours. Thereafter, the excess amine was distilled off in vacuo, and the oily residue was recrystallized from acetone/ether. The reactants are epoxide, O1C(C1C)OC1=CC=C(C=C1)C1=NC2=CC=C(C=C2C(N1C)=O)OC (2-[4-(1,2-Epoxy-propoxy)-phenyl]-3-methyl-6-methoxy-3,4-dihydro-quinazolin-4-one), steel, C(C)(C)(C)N (tert. butylamine). Starting materials: C(C#C)Br (propargyl bromide), NCCCP(O)O (3-aminopropylphosphonous acid), C[Si](N[Si](C)(C)C)(C)C (hexamethyldisilazane), C1C(C)O1 (propylene oxide), C(C)N(C(C)C)C(C)C (N-ethyl-N,N-diisopropyl-amine). The solvent is COCCOCCOC (diethylene glycol dimethyl ether), CO (methanol). Conditions: time 4 hour. The product is NCCCP(O)(=O)CC#C (3-aminopropyl(propargyl)-phosphinic acid). As a reaction SMILES: [NH2:1][CH2:2][CH2:3][CH2:4][P:5]([OH:7])[OH:6].C[Si](C)(C)N[Si](C)(C)C.C(N(C(C)C)[CH:20]([CH3:22])[CH3:21])C.C(Br)C#C.C1OC1C>CO.COCCOCCOC>[NH2:1][CH2:2][CH2:3][CH2:4][P:5]([CH2:22][C:20]#[CH:21])(=[O:7])[OH:6]. Reported procedure: A suspension of 1,23 g (10 mmol) of 3-aminopropylphosphonous acid in 10.4 ml (50 mmol) of hexamethyldisilazane is heated to reflux under argon for 24 hours. 5 ml of diethylene glycol dimethyl ether are added to the clear solution obtained and the mixture is heated for additional 2 hours and then cooled to 0°. 8.5 ml (50 mmol) of N-ethyl-N,N-diisopropyl-amine are added, followed by slow addition of 3.8 ml (50 mmol) of propargyl bromide over a period of 40 minutes. The mixtureis stirred for 1 hour... The reactants are CC1=C(N=CN1)C(=O)OCC (Ethyl 5-methylimidazole-4-carboxylate), CN(S(=O)(=O)Cl)C (dimethylsulphamoyl chloride), C1(=CC=CC=C1)[Mg]Br (phenylmagnesium bromide), C(C)OC(C=1N=CNC1C)(C1=CC=CC=C1)C1=CC=CC=C1 (4-[ethoxy(diphenyl)methyl]-5-methylimidazole). The product is CN(S(=O)(=O)N1C=NC(=C1C)C(C1=CC=CC=C1)(C1=CC=CC=C1)OCC)C (1-dimethylsulphamoyl-4-[ethoxy(diphenyl)methyl)-5-methylimidazole). Reaction SMILES: CC1NC=NC=1C(OCC)=O.C1([Mg]Br)C=CC=CC=1.[CH2:20]([O:22][C:23]([C:36]1[CH:41]=[CH:40][CH:39]=[CH:38][CH:37]=1)([C:30]1[CH:35]=[CH:34][CH:33]=[CH:32][CH:31]=1)[C:24]1[N:25]=[CH:26][NH:27][C:28]=1[CH3:29])[CH3:21].[CH3:42][N:43]([CH3:48])[S:44](Cl)(=[O:46])=[O:45]>>[CH3:42][N:43]([CH3:48])[S:44]([N:27]1[C:28]([CH3:29])=[C:24]([C:23]([O:22][CH2:20][CH3:21])([C:36]2[CH:41]=[CH:40][CH:39]=[CH:38][CH:37]=2)[C:30]2[CH:31]=[CH:32][CH:33]=[CH:34][CH:35]=2)[N:25]=[CH:26]1)(=[O:46])=[O:45]. Reported procedure: Ethyl 5-methylimidazole-4-carboxylate was converted by a Grignard reaction, using phenylmagnesium bromide, to 4-[ethoxy(diphenyl)methyl]-5-methylimidazole, m.p. 205°. This was then treated with dimethylsulphamoyl chloride in a similar manner to that described in Example 1, to give 1-dimethylsulphamoyl-4-[ethoxy(diphenyl)methyl)-5-methylimidazole, m.p. 150°. Starting materials: C([O-])([O-])=O.[Cs+].[Cs+] (Cesium carbonate), BrC=1C=NNC1 (4-bromopyrazole), CC1(C(CCC(C1)OS(=O)(=O)C)C(=O)OC)C (methyl 2,2-dimethyl-4-[(methylsulfonyl)oxy]cyclohexanecarboxylate). Solvent: CN(C)C=O (DMF), O (water). Conditions: temperature 80 celsius, time 16 hour. Yields the product BrC=1C=NN(C1)C1CC(C(CC1)C(=O)OC)(C)C (methyl 4-(4-bromo-1H-pyrazol-1-yl)-2,2-dimethylcyclohexanecarboxylate). As a reaction SMILES: C(=O)([O-])[O-].[Cs+].[Cs+].[Br:7][C:8]1[CH:9]=[N:10][NH:11][CH:12]=1.[CH3:13][C:14]1([CH3:29])[CH2:19][CH:18](OS(C)(=O)=O)[CH2:17][CH2:16][CH:15]1[C:25]([O:27][CH3:28])=[O:26]>CN(C=O)C.O>[Br:7][C:8]1[CH:9]=[N:10][N:11]([CH:18]2[CH2:17][CH2:16][CH:15]([C:25]([O:27][CH3:28])=[O:26])[C:14]([CH3:29])([CH3:13])[CH2:19]2)[CH:12]=1 |f:0.1.2|. Reported procedure: Cesium carbonate (2.93 g, 9 mmol) and 4-bromopyrazole (482 mg, 3.3 mmol) were added to a solution of methyl 2,2-dimethyl-4-[(methylsulfonyl)oxy]cyclohexanecarboxylate (0.79 g, 3 mmol) in DMF (10 mL). The mixture was stirred at 80° C. for 16 hours. Then the mixture was diluted with water and extracted with ethyl acetate. The organic layer was dried over sodium sulfate, filtered, and concentrated under reduced pressure. The residue was purified by chromatography on silica gel (ethyl acetate/petrol... Starting materials: CO, [I-], [Na+], [Na+], [OH-], Cc1cc(-c2ccc(O)cc2)ccc1C#N. Yields the product Cc1cc(-c2ccc(O)c(I)c2)ccc1C#N. RXN SMILES: [CH3:21][OH:22].[I-:17].[Na+:18].[Na+:20].[OH-:19].[OH:1][c:2]1[cH:3][cH:4][c:5](-[c:8]2[cH:9][c:10]([CH3:16])[c:11]([C:14]#[N:15])[cH:12][cH:13]2)[cH:6][cH:7]1>>[OH:1][c:2]1[cH:3][cH:4][c:5](-[c:8]2[cH:9][c:10]([CH3:16])[c:11]([C:14]#[N:15])[cH:12][cH:13]2)[cH:6][c:7]1[I:17]. Starting materials: BrC1=CC=C(C=C1)N1CCCC1 (1-(4-bromophenyl)pyrrolidine), B1(OC(C(O1)(C)C)(C)C)B2OC(C(O2)(C)C)(C)C (bis(pinacolato)diboron), C(C)(=O)[O-].[K+] (potassium acetate), Cl.N12C[C@@H](C(CC1)CC2)NC(=O)C=2SC1=C(C2)C=CC=C1Br (N-[(3R)-1-azabicyclo[2.2.2]oct-3-yl]-7-bromo-1-benzothiophene-2-carboxamide hydrochloride), C([O-])([O-])=O.[Na+].[Na+] (sodium carbonate). The reagents and catalysts are C1=CC=C(C=C1)P([C-]2C=CC=C2)C3=CC=CC=C3.C1=CC=C(C=C1)P([C-]2C=CC=C2)C3=CC=CC=C3.Cl[Pd]Cl.[Fe+2] (PdCl2(dppf)), C1=CC=C(C=C1)P([C-]2C=CC=C2)C3=CC=CC=C3.C1=CC=C(C=C1)P([C-]2C=CC=C2)C3=CC=CC=C3.Cl[Pd]Cl.[Fe+2] (PdCl2(dppf)). Run in CN(C)C=O (DMF). Product: Cl.Cl.N12C[C@@H](C(CC1)CC2)NC(=O)C=2SC1=C(C2)C=CC=C1C1=CC=C(C=C1)N1CCCC1 (N-[(3R)-1-Azabicyclo[2.2.2]oct-3-yl]-7-[4-(1-pyrrolidinyl)phenyl]-1-benzothiophene-2-carboxamide dihydrochloride). RXN SMILES: Br[C:2]1[CH:7]=[CH:6][C:5]([N:8]2[CH2:12][CH2:11][CH2:10][CH2:9]2)=[CH:4][CH:3]=1.B1(B2OC(C)(C)C(C)(C)O2)OC(C)(C)C(C)(C)O1.C([O-])(=O)C.[K+].[ClH:36].[N:37]12[CH2:44][CH2:43][CH:40]([CH2:41][CH2:42]1)[C@@H:39]([NH:45][C:46]([C:48]1[S:49][C:50]3[C:56](Br)=[CH:55][CH:54]=[CH:53][C:51]=3[CH:52]=1)=[O:47])[CH2:38]2.C(=O)([O-])[O-].[Na+].[Na+]>CN(C=O)C.C1C=CC(P(C2C=CC=CC=2)[C-]2C=CC=C2)=CC=1.C1C=CC(P(C2C=CC=CC=2)[C-]2C=CC=C2)=CC=1.Cl[Pd]Cl.[Fe+2]>[ClH:36].[ClH:36].[N:37]12[CH2:42][CH2:41][CH:40]([CH2:43][CH2:44]1)[C@@H:39]([NH:45][C:46]([C:48]1[S:49][C:50]3[C:56]([C:2]4[CH:7]=[CH:6][C:5]([N:8]5[CH2:12][CH2:11][CH2:10][CH2:9]5)=[CH:4][CH:3]=4)=[CH:55][CH:54]=[CH:53][C:51]=3[CH:52]=1)=[O:47])[CH2:38]2 |f:2.3,4.5,6.7.8,10.11.12.13,14.15.16|. Reported procedure: 109.8 mg (0.49 mmol) of 1-(4-bromophenyl)pyrrolidine, 142.2 mg (0.56 mmol) of bis(pinacolato)diboron, 119.1 mg (1.21 mmol) of potassium acetate, 13.7 mg (0.02 mmol) of PdCl2(dppf), 150.0 mg (0.37 mmol) of N-[(3R)-1-azabicyclo[2.2.2]oct-3-yl]-7-bromo-1-benzothiophene-2-carboxamide hydrochloride (Example 8A), 0.93 ml of 2 M sodium carbonate solution and a further 13.7 mg (0.02 mmol) of PdCl2(dppf) in 2.5 ml of DMF are reacted by general method D. Drying under high vacuum results in 24.8 mg (13% of... The reactants are FC1=CC=C(C=C1)C(C(F)(F)C1=CC=C(C=C1)F)(F)F (1,2-bis(4-fluorophenyl)-1,1,2,2-tetrafluoroethane), C(COCCO)O (diethylene glycol), potassium tert.-butylate, ice water. Conditions: temperature 150 celsius, time 2 hour. Yields the product OCCOCCOC1=CC=C(C=C1)C(C(F)(F)C1=CC=C(C=C1)OCCOCCO)(F)F (1,2-bis[4-(2-hydroxyethoxyethoxy)-phenyl]-1,1,2,2-tetrafluoroethane). As a reaction SMILES: F[C:2]1[CH:7]=[CH:6][C:5]([C:8]([F:20])([F:19])[C:9]([C:12]2[CH:17]=[CH:16][C:15](F)=[CH:14][CH:13]=2)([F:11])[F:10])=[CH:4][CH:3]=1.[CH2:21]([OH:27])[CH2:22][O:23][CH2:24][CH2:25][OH:26]>>[OH:27][CH2:21][CH2:22][O:23][CH2:24][CH2:25][O:26][C:2]1[CH:7]=[CH:6][C:5]([C:8]([F:20])([F:19])[C:9]([C:12]2[CH:17]=[CH:16][C:15]([O:27][CH2:21][CH2:22][O:23][CH2:24][CH2:25][OH:26])=[CH:14][CH:13]=2)([F:11])[F:10])=[CH:4][CH:3]=1. Procedure details: 700 ml of diethylene glycol and 65 g of 1,2-bis(4-fluorophenyl)-1,1,2,2-tetrafluoroethane* are heated to 130° C. in a stirred flask and 57 g of potassium tert.-butylate are added in portions. The mixture is then heated to 150° C. and stirred at this temperature for 2 hours. The mixture is cooled, poured onto 4 liters of ice-water and mixed thoroughly with a homogenizer (Ultraturax), until crystals precipitate. The precipitate is filtered off with suction, stirred again with 3 liters of water, ac... The reactants are NC1=NC2=NC=C(N=C2C(=N1)N)CN(C1=CC=C(C=C1)C(=O)N[C@H](C(=O)OC(C)(C)C)CCC(NCCOCCOCCOCCOCCOCCNC(COC1=CC=C(C=C1)C1=C2C(=NN1)C=1C=CC=C(C1C2=O)NC(=O)NN2CCOCC2)=O)=O)C (tert-butyl (2S)-2-[(4-{[(2,4-diaminopteridin-6-yl)methyl]methylamino}phenyl) carbonylamino]-4-{N-[2-(2-{2-[2-(2-{2-[2-(4-{5-[(morpholin-4-ylamino)carbonylamino]-4-oxoindeno[3,2-c]pyrazol-3-yl}phenoxy)acetylamino]ethoxy}ethoxy)ethoxy]ethoxy}ethoxy)ethyl]carbamoyl}butanoate), C(=O)(C(F)(F)F)O (TFA), S(C)C (Me2S). Solvent: C(Cl)Cl (CH2Cl2). Conditions: time 1 hour. Yields the product NC1=NC2=NC=C(N=C2C(=N1)N)CN(C1=CC=C(C=C1)C(=O)N[C@H](C(=O)O)CCC(NCCOCCOCCOCCOCCOCCNC(COC1=CC=C(C=C1)C1=C2C(=NN1)C=1C=CC=C(C1C2=O)NC(=O)NN2CCOCC2)=O)=O)C ((2S)-2-[(4-{[(2,4-diaminopteridin-6-yl)methyl]methylamino}phenyl)carbonyl-amino]-4-{N-[2-(2-{2-[2-(2-{2-[2-(4-{5-[(morpholin-4-ylamino)carbonylamino]-4-oxoindeno[3,2-c]pyrazol-3-yl}phenoxy)acetylamino]ethoxy}ethoxy)ethoxy]ethoxy}ethoxy)ethyl]carbamoyl}butanoic acid). As a reaction SMILES: [NH2:1][C:2]1[N:11]=[C:10]([NH2:12])[C:9]2[C:4](=[N:5][CH:6]=[C:7]([CH2:13][N:14]([CH3:88])[C:15]3[CH:20]=[CH:19][C:18]([C:21]([NH:23][C@@H:24]([CH2:32][CH2:33][C:34](=[O:87])[NH:35][CH2:36][CH2:37][O:38][CH2:39][CH2:40][O:41][CH2:42][CH2:43][O:44][CH2:45][CH2:46][O:47][CH2:48][CH2:49][O:50][CH2:51][CH2:52][NH:53][C:54](=[O:86])[CH2:55][O:56][C:57]4[CH:62]=[CH:61][C:60]([C:63]5[NH:67][N:66]=[C:65]6[C:68]7[CH:69]=[CH:70][CH:71]=[C:72]([NH:76][C:77]([NH:79][N:80]8[CH2:85][CH2:84][O:83][CH2:82][CH2:81]8)=[O:78])[C:73]=7[C:74](=[O:75])[C:64]=56)=[CH:59][CH:58]=4)[C:25]([O:27]C(C)(C)C)=[O:26])=[O:22])=[CH:17][CH:16]=3)[N:8]=2)[N:3]=1.C(O)(C(F)(F)F)=O.S(C)C>C(Cl)Cl>[NH2:1][C:2]1[N:11]=[C:10]([NH2:12])[C:9]2[C:4](=[N:5][CH:6]=[C:7]([CH2:13][N:14]([CH3:88])[C:15]3[CH:16]=[CH:17][C:18]([C:21]([NH:23][C@@H:24]([CH2:32][CH2:33][C:34](=[O:87])[NH:35][CH2:36][CH2:37][O:38][CH2:39][CH2:40][O:41][CH2:42][CH2:43][O:44][CH2:45][CH2:46][O:47][CH2:48][CH2:49][O:50][CH2:51][CH2:52][NH:53][C:54](=[O:86])[CH2:55][O:56][C:57]4[CH:62]=[CH:61][C:60]([C:63]5[NH:67][N:66]=[C:65]6[C:68]7[CH:69]=[CH:70][CH:71]=[C:72]([NH:76][C:77]([NH:79][N:80]8[CH2:85][CH2:84][O:83][CH2:82][CH2:81]8)=[O:78])[C:73]=7[C:74](=[O:75])[C:64]=56)=[CH:59][CH:58]=4)[C:25]([OH:27])=[O:26])=[O:22])=[CH:19][CH:20]=3)[N:8]=2)[N:3]=1. Reported procedure: Compound 30 (0.45 g, 0.37 mmol) was treated with 20 ml of a cleavage cocktail (10:10:1:1 TFA:CH2Cl2:Me2S:H20). After one hour, the solvent was removed and the residue purified by RPHPLC. Fractions containing the product were combined, concentrated to a small volume and lyophilized to yield a yellow solid (0.23 g, 0.18 mmol, 49%, compound 32).